From a dataset of the Open Reaction Database (ORD), a public repository of structured organic reaction records. describe an organic reaction: reactants, conditions, products, and yield The reactants are FC(C=CC1=C(C=CC=C1)S(=O)(=O)NC(=O)NC1=NC(=NC(=N1)OC)C)(F)F (N-[2-(3,3,3-trifluoro-1-propenyl)-phenylsulfonyl]-N'-(4-methoxy-6-methyl-1,3,5-triazin-2-yl)-urea), [H][H] (hydrogen). Reagents/catalysts: [Pd] (palladium/charcoal). Run in C(C)(=O)OCC (ethyl acetate). Yields the product FC(CCC1=C(C=CC=C1)S(=O)(=O)NC(=O)NC1=NC(=NC(=N1)OC)C)(F)F (N-[2-(3,3,3-Trifluoropropyl)-phenylsulfonyl]-N'-(4-methoxy-6-methyl-1,3,5-triazin-2-yl)-urea). As a reaction SMILES: [F:1][C:2]([F:28])([F:27])[CH:3]=[CH:4][C:5]1[CH:10]=[CH:9][CH:8]=[CH:7][C:6]=1[S:11]([NH:14][C:15]([NH:17][C:18]1[N:23]=[C:22]([O:24][CH3:25])[N:21]=[C:20]([CH3:26])[N:19]=1)=[O:16])(=[O:13])=[O:12].[H][H]>C(OCC)(=O)C.[Pd]>[F:27][C:2]([F:1])([F:28])[CH2:3][CH2:4][C:5]1[CH:10]=[CH:9][CH:8]=[CH:7][C:6]=1[S:11]([NH:14][C:15]([NH:17][C:18]1[N:23]=[C:22]([O:24][CH3:25])[N:21]=[C:20]([CH3:26])[N:19]=1)=[O:16])(=[O:12])=[O:13]. Reported procedure: 2.9 g of N-[2-(3,3,3-trifluoro-1-propenyl)-phenylsulfonyl]-N'-(4-methoxy-6-methyl-1,3,5-triazin-2-yl)-urea are dissolved in 50 ml of ethyl acetate; there are then added 1.5 g of a 5% palladium/charcoal catalyst, and the mixture is shaken for 16 hours at 20°-25° C. in a hydrogen atmosphere. The catalyst is filtered off, and the residue is completely concentrated by evaporation and subsequently crystallised from an acetone/ether mixture to thus obtain 2.2 g of N-[2-(3,3,3-trifluoropropyl)-phenylsu... The reactants are C, CCO, CC(C)c1ccc(CCNC(=O)OC(C)(C)C)c([N+](=O)[O-])c1, [Pd]. Yields the product CC(C)c1ccc(CCNC(=O)OC(C)(C)C)c(N)c1. As a reaction SMILES: [C:26].[CH3:23][CH2:24][OH:25].[CH:1]([CH3:2])([CH3:3])[c:4]1[cH:5][c:6]([N+:20]([O-:21])=[O:22])[c:7]([CH2:10][CH2:11][NH:12][C:13]([O:14][C:15]([CH3:16])([CH3:17])[CH3:18])=[O:19])[cH:8][cH:9]1.[Pd:27]>>[CH:1]([CH3:2])([CH3:3])[c:4]1[cH:5][c:6]([NH2:20])[c:7]([CH2:10][CH2:11][NH:12][C:13]([O:14][C:15]([CH3:16])([CH3:17])[CH3:18])=[O:19])[cH:8][cH:9]1. The reactants are CN(Cc1ccc(Cl)cc1Cl)CC(O)c1ccc(Br)cc1, ClCCl, [Na+], [OH-], O=S(=O)(O)O. The product is CN1Cc2c(Cl)cc(Cl)cc2C(c2ccc(Br)cc2)C1. Reaction SMILES: [Br:1][c:2]1[cH:3][cH:4][c:5]([CH:8]([CH2:9][N:10]([CH3:11])[CH2:12][c:13]2[c:14]([Cl:20])[cH:15][c:16]([Cl:19])[cH:17][cH:18]2)[OH:21])[cH:6][cH:7]1.[Cl:29][CH2:30][Cl:31].[Na+:28].[OH-:27].[S:22](=[O:23])(=[O:24])([OH:25])[OH:26]>>[Br:1][c:2]1[cH:3][cH:4][c:5]([CH:8]2[CH2:9][N:10]([CH3:11])[CH2:12][c:13]3[c:14]([Cl:20])[cH:15][c:16]([Cl:19])[cH:17][c:18]32)[cH:6][cH:7]1. Starting materials: ClC=1C(=C(C(=O)OC)C=C(C1F)C(C)=NO)N1C[C@H](O[C@H](C1)C)C (methyl 3-chloro-2-[(2R,6S)-2,6-dimethylmorpholin-4-yl]-4-fluoro-5-[N-hydroxyethanimidoyl]benzoate), ClC=1C(=C(C(=O)OC)C=C(C1F)C(C)=NO)N1C[C@H](O[C@H](C1)C)C (methyl 3-chloro-2-[(2R,6S)-2,6-dimethylmorpholin-4-yl]-4-fluoro-5-[N-hydroxyethanimidoyl]benzoate), C(=O)([O-])[O-].[Cs+].[Cs+] (Cs2CO3). Solvent: CN(C)C=O (DMF). Reaction conditions: temperature 130 celsius. Product: ClC1=C(C(=CC=2C(=NOC21)C)C(=O)O)N2C[C@H](O[C@H](C2)C)C (7-chloro-6-[(2R,6S)-2,6-dimethylmorpholin-4-yl]-3-methyl-1,2-benzoxazole-5-carboxylic acid). As a reaction SMILES: [Cl:1][C:2]1[C:3]([N:17]2[CH2:22][C@H:21]([CH3:23])[O:20][C@H:19]([CH3:24])[CH2:18]2)=[C:4]([CH:9]=[C:10]([C:13](=[N:15][OH:16])[CH3:14])[C:11]=1F)[C:5]([O:7]C)=[O:6].C([O-])([O-])=O.[Cs+].[Cs+]>CN(C=O)C>[Cl:1][C:2]1[C:11]2[O:16][N:15]=[C:13]([CH3:14])[C:10]=2[CH:9]=[C:4]([C:5]([OH:7])=[O:6])[C:3]=1[N:17]1[CH2:22][C@H:21]([CH3:23])[O:20][C@H:19]([CH3:24])[CH2:18]1 |f:1.2.3|. Reported procedure: To a solution of methyl 3-chloro-2-[(2R,6S)-2,6-dimethylmorpholin-4-yl]-4-fluoro-5-[N-hydroxyethanimidoyl]benzoate (Intermediate 171, 700 mg, 1.94 mmol) in DMF (4 mL) was added Cs2CO3 (1.9 g, 5.84 mmol) and the mixture was heated to 130° C. for 14 hours. The reaction mixture was cooled to room temperature and filtered through a celite bed. The solvent was removed under vacuum and the residue was purified by silica gel chromatography column using ethyl acetate-pet. ether gradient to obtain produc... Reactants: C(C)N(CC(CN1C2=CC=CC=C2C=2C3=C(C4=C(C12)NC=1C(CC=CC14)=O)C(OC3)=O)O)CC ((±)-12-(3-diethylamino-2-hydroxy-1-propyl)-6,7,12,13-tetrahydro-5,1-dioxoindolo-[2,3-a]furano[3,4-c]carbazole), N (ammonia). Solvent: saturated solution, C(C)O (ethanol). Product: C(C)N(CC(CN1C2=CC=CC=C2C=2C3=C(C4=C(C12)NC=1C(CC=CC14)=O)C(NC3)=O)O)CC ((±)-12-(3-Diethylamino-2-hydroxy-1-propyl) -6,7,12,13-tetrahydro-5,1-dioxo-5H-indolo[2,3-a]pyrrolo[3,4-c]carbazole). RXN SMILES: [CH2:1]([N:3]([CH2:33][CH3:34])[CH2:4][CH:5]([OH:32])[CH2:6][N:7]1[C:19]2[C:18]3[NH:20][C:21]4[C:22](=[O:27])[CH2:23][CH:24]=[CH:25][C:26]=4[C:17]=3[C:16]3[C:28](=[O:31])O[CH2:30][C:15]=3[C:14]=2[C:13]2[C:8]1=[CH:9][CH:10]=[CH:11][CH:12]=2)[CH3:2].[NH3:35]>C(O)C>[CH2:1]([N:3]([CH2:33][CH3:34])[CH2:4][CH:5]([OH:32])[CH2:6][N:7]1[C:19]2[C:18]3[NH:20][C:21]4[C:22](=[O:27])[CH2:23][CH:24]=[CH:25][C:26]=4[C:17]=3[C:16]3[C:28](=[O:31])[NH:35][CH2:30][C:15]=3[C:14]=2[C:13]2[C:8]1=[CH:9][CH:10]=[CH:11][CH:12]=2)[CH3:2]. Procedure details: 285 mg (0.63 mmol) (±)-12-(3-diethylamino-2-hydroxy-1-propyl)-6,7,12,13-tetrahydro-5,1-dioxoindolo-[2,3-a]furano[3,4-c]carbazole are heated in an autoclave for 6 hours at 140° C. in 30 ml of a saturated solution of ammonia in ethanol. The solution is evaporated, the residue is heated in 50 ml diisopropyl ether/tetrahydrofuran (4:1 v/v) and, after cooling, the crystals obtained are filtered off. (±)-12-(3-Diethylamino-2-hydroxy-1-propyl) -6,7,12,13-tetrahydro-5,1-dioxo-5H-indolo[2,3-a]pyrrolo[3,4... Starting materials: ClC1=NC(=CC2=CC=CC(=C12)Cl)[C@H](C)NC1=C2N=CN(C2=NC=N1)CC1=CC=C(C=C1)OC ((S)—N-(1-(1,8-dichloroisoquinolin-3-yl)ethyl)-9-(4-methoxybenzyl)-9H-purin-6-amine), C(#N)[Zn]C#N (dicyanozinc), O (water). The reagents and catalysts are C=1C=CC(=CC1)[P](C=2C=CC=CC2)(C=3C=CC=CC3)[Pd]([P](C=4C=CC=CC4)(C=5C=CC=CC5)C=6C=CC=CC6)([P](C=7C=CC=CC7)(C=8C=CC=CC8)C=9C=CC=CC9)[P](C=1C=CC=CC1)(C=1C=CC=CC1)C=1C=CC=CC1 (tetrakis(triphenylphosphine)palladium). The solvent is CN(C)C=O (DMF). Reaction conditions: temperature 100 celsius, time 8 hour. Product: ClC=1C=CC=C2C=C(N=C(C12)C#N)[C@H](C)NC1=C2N=CN(C2=NC=N1)CC1=CC=C(C=C1)OC ((S)-8-chloro-3-(1-((9-(4-methoxybenzyl)-9H-purin-6-yl)amino)ethyl)isoquinoline-1-carbonitrile). RXN SMILES: Cl[C:2]1[C:11]2[C:6](=[CH:7][CH:8]=[CH:9][C:10]=2[Cl:12])[CH:5]=[C:4]([C@@H:13]([NH:15][C:16]2[N:24]=[CH:23][N:22]=[C:21]3[C:17]=2[N:18]=[CH:19][N:20]3[CH2:25][C:26]2[CH:31]=[CH:30][C:29]([O:32][CH3:33])=[CH:28][CH:27]=2)[CH3:14])[N:3]=1.[C:34]([Zn]C#N)#[N:35].O>CN(C=O)C.C1C=CC([P]([Pd]([P](C2C=CC=CC=2)(C2C=CC=CC=2)C2C=CC=CC=2)([P](C2C=CC=CC=2)(C2C=CC=CC=2)C2C=CC=CC=2)[P](C2C=CC=CC=2)(C2C=CC=CC=2)C2C=CC=CC=2)(C2C=CC=CC=2)C2C=CC=CC=2)=CC=1>[Cl:12][C:10]1[CH:9]=[CH:8][CH:7]=[C:6]2[C:11]=1[C:2]([C:34]#[N:35])=[N:3][C:4]([C@@H:13]([NH:15][C:16]1[N:24]=[CH:23][N:22]=[C:21]3[C:17]=1[N:18]=[CH:19][N:20]3[CH2:25][C:26]1[CH:31]=[CH:30][C:29]([O:32][CH3:33])=[CH:28][CH:27]=1)[CH3:14])=[CH:5]2 |^1:48,50,69,88|. Procedure details: To a stirred solution of ((S)—N-(1-(1,8-dichloroisoquinolin-3-yl)ethyl)-9-(4-methoxybenzyl)-9H-purin-6-amine 1 (1.5 g, 3.1 mmol, 1.0 eq) and tetrakis(triphenylphosphine)palladium (181 mg, 0.16 mmol, 0.05 eq) in DMF (50 mL) at RT, dicyanozinc (476 mg, 4.06 mmol, 1.3 eq) was added and the resulting mixture was stirred at 100° C. overnight. The reaction mixture was poured into water (100 mL) and extracted with DCM (3×100 mL). The combined organic layers were washed with brine, dried over Na2SO4 and... Starting materials: O=C(c1ccc(Nc2cccc(OCc3ccccc3)c2)nc1)c1c[nH]c2ncccc12, CO, [H][H], [OH-], [OH-], [Pd+2]. Yields the product O=C(c1ccc(Nc2cccc(O)c2)nc1)c1c[nH]c2ncccc12. As a reaction SMILES: [CH2:1]([c:2]1[cH:3][cH:4][cH:5][cH:6][cH:7]1)[O:8][c:9]1[cH:10][c:11]([NH:15][c:16]2[cH:17][cH:18][c:19]([C:22](=[O:23])[c:24]3[cH:25][nH:26][c:27]4[n:28][cH:29][cH:30][cH:31][c:32]34)[cH:20][n:21]2)[cH:12][cH:13][cH:14]1.[CH3:35][OH:36].[H:33][H:34].[OH-:37].[OH-:39].[Pd+2:38]>>[OH:8][c:9]1[cH:10][c:11]([NH:15][c:16]2[cH:17][cH:18][c:19]([C:22](=[O:23])[c:24]3[cH:25][nH:26][c:27]4[n:28][cH:29][cH:30][cH:31][c:32]34)[cH:20][n:21]2)[cH:12][cH:13][cH:14]1. Reported procedure: To a solution of 5-fluoro-2-methyl-1,3-dinitrobenzene (15 g, 0.075 mol) in N,N-dimethylformamide (300 mL) was added dimethylformamide dimethylacetal (89 g, 0.75 mol). The bright red reaction mixture was heated at 120° C. for 5 h, then concentrated in vacuo to provide 18 g crude product, which was used in the next step without further purification. LC/MS m/z=256.2 [M+H]+. The reactants are FC=1C=C(C(=C(C1)[N+](=O)[O-])C)[N+](=O)[O-] (5-fluoro-2-methyl-1,3-dinitrobenzene), COC(N(C)C)OC (dimethylformamide dimethylacetal). Isolated yield 94.0%. Product: FC1=CC(=C(C(=C1)[N+](=O)[O-])C=CN(C)C)[N+](=O)[O-] (2-(4-fluoro-2,6-dinitrophenyl)-N,N-dimethylethenamine). Run in CN(C=O)C (N,N-dimethylformamide). Run at temperature 120 celsius. RXN SMILES: [F:1][C:2]1[CH:3]=[C:4]([N+:12]([O-:14])=[O:13])[C:5]([CH3:11])=[C:6]([N+:8]([O-:10])=[O:9])[CH:7]=1.CO[CH:17](OC)[N:18]([CH3:20])[CH3:19]>CN(C)C=O>[F:1][C:2]1[CH:3]=[C:4]([N+:12]([O-:14])=[O:13])[C:5]([CH:11]=[CH:17][N:18]([CH3:20])[CH3:19])=[C:6]([N+:8]([O-:10])=[O:9])[CH:7]=1.